Dataset: the Open Reaction Database (ORD), a public repository of structured organic reaction records. Task: describe an organic reaction: reactants, conditions, products, and yield Procedure details: To a mixture of methyl 3-((7-cyano-1-cyclopentyl-4-methoxy-1H-pyrrolo[3,2-c]pyridin-3-yl)amino)benzoate (90 mg) in a mixed solvent of methanol (1 mL) and THF (1 mL) was added 8N aqueous sodium hydroxide solution (0.288 mL), and the mixture was stirred at 80° C. for 4 hr. To the reaction mixture was added water, and the mixture was extracted with ethyl acetate. The aqueous layer was neutralized with 1N hydrochloric acid at 0° C., and the mixture was extracted with ethyl acetate. The organic layer... Run at temperature 80 celsius, time 4 hour. The yield is 92.2%. The product is C(#N)C=1C2=C(C(=NC1)OC)C(=CN2C2CCCC2)NC=2C=C(C(=O)O)C=CC2 (3-((7-cyano-1-cyclopentyl-4-methoxy-1H-pyrrolo[3,2-c]pyridin-3-yl)amino)benzoic acid). Run in O (water). Starting materials: C(#N)C=1C2=C(C(=NC1)OC)C(=CN2C2CCCC2)NC=2C=C(C(=O)OC)C=CC2 (methyl 3-((7-cyano-1-cyclopentyl-4-methoxy-1H-pyrrolo[3,2-c]pyridin-3-yl)amino)benzoate), CO (methanol), C1CCOC1 (THF), [OH-].[Na+] (sodium hydroxide). Reaction SMILES: [C:1]([C:3]1[C:4]2[N:13]([CH:14]3[CH2:18][CH2:17][CH2:16][CH2:15]3)[CH:12]=[C:11]([NH:19][C:20]3[CH:21]=[C:22]([CH:27]=[CH:28][CH:29]=3)[C:23]([O:25]C)=[O:24])[C:5]=2[C:6]([O:9][CH3:10])=[N:7][CH:8]=1)#[N:2].CO.C1COCC1.[OH-].[Na+]>O>[C:1]([C:3]1[C:4]2[N:13]([CH:14]3[CH2:18][CH2:17][CH2:16][CH2:15]3)[CH:12]=[C:11]([NH:19][C:20]3[CH:21]=[C:22]([CH:27]=[CH:28][CH:29]=3)[C:23]([OH:25])=[O:24])[C:5]=2[C:6]([O:9][CH3:10])=[N:7][CH:8]=1)#[N:2] |f:3.4|.